From a dataset of the Open Reaction Database (ORD), a public repository of structured organic reaction records. describe an organic reaction: reactants, conditions, products, and yield Procedure details: 407.5 g of Preparation 23, ethyl 1-[5-(4-iodo-1-methyl-1H-pyrazol-5-yl)-2H-tetrazol-2-yl]ethyl carbonate was processed according to Chiral Preparative Chromatography Method 3, followed by concentration of each enantiomer to dryness in vacuo to give isomer 23a (177.4 g, 99.22%, 99.79% e.e.; tR=2.12 min) and isomer 23b (177.74 g, 98.83%, 98.46% e.e; tR=2.59 min). The yield is 99.2%. The product is C(OCC)(O[C@@H](C)N1N=C(N=N1)C1=C(C=NN1C)I)=O ((S)-ethyl 1-[5-(4-iodo-1-methyl-1H-pyrazol-5-yl)-2H-tetrazol-2-yl]ethyl carbonate). The reactants are C(OCC)(O[C@H](C)N1N=C(N=N1)C1=C(C=NN1C)I)=O ((R)-ethyl 1-[5-(4-iodo-1-methyl-1H-pyrazol-5-yl)-2H-tetrazol-2-yl]ethyl carbonate), C(OCC)(OC(C)N1N=C(N=N1)C1=C(C=NN1C)I)=O (ethyl 1-[5-(4-iodo-1-methyl-1H-pyrazol-5-yl)-2H-tetrazol-2-yl]ethyl carbonate). RXN SMILES: [C:1](=[O:20])([O:5][CH:6]([N:8]1[N:12]=[N:11][C:10]([C:13]2[N:17]([CH3:18])[N:16]=[CH:15][C:14]=2[I:19])=[N:9]1)[CH3:7])[O:2][CH2:3][CH3:4].C(=O)(O[C@@H](N1N=NC(C2N(C)N=CC=2I)=N1)C)OCC>>[C:1](=[O:20])([O:5][C@H:6]([N:8]1[N:12]=[N:11][C:10]([C:13]2[N:17]([CH3:18])[N:16]=[CH:15][C:14]=2[I:19])=[N:9]1)[CH3:7])[O:2][CH2:3][CH3:4].